From a dataset of the Open Reaction Database (ORD), a public repository of structured organic reaction records. describe an organic reaction: reactants, conditions, products, and yield The reactants are O (water), C([O-])([O-])=O.[K+].[K+] (Potassium carbonate), C(C)Br (ethyl bromide), N1=CC=C(C=C1)NC(C1=C(C=C(C=C1)CNC(=O)OC(C)(C)C)O)=O (N-(4-pyridyl)-4-tert-butoxycarbonylaminomethyl-2-hydroxybenzamide). Run in CN(C=O)C (dimethylformamide). Conditions: time 4 hour. The product is N1=CC=C(C=C1)NC(C1=C(C=C(C=C1)CNC(=O)OC(C)(C)C)OCC)=O (N-(4-pyridyl)-4-tert-butoxycarbonylaminomethyl-2-ethoxybenzamide). The yield is 55.5%. RXN SMILES: C(=O)([O-])[O-].[K+].[K+].[CH2:7](Br)[CH3:8].[N:10]1[CH:15]=[CH:14][C:13]([NH:16][C:17](=[O:34])[C:18]2[CH:23]=[CH:22][C:21]([CH2:24][NH:25][C:26]([O:28][C:29]([CH3:32])([CH3:31])[CH3:30])=[O:27])=[CH:20][C:19]=2[OH:33])=[CH:12][CH:11]=1.O>CN(C)C=O>[N:10]1[CH:15]=[CH:14][C:13]([NH:16][C:17](=[O:34])[C:18]2[CH:23]=[CH:22][C:21]([CH2:24][NH:25][C:26]([O:28][C:29]([CH3:30])([CH3:31])[CH3:32])=[O:27])=[CH:20][C:19]=2[O:33][CH2:7][CH3:8])=[CH:12][CH:11]=1 |f:0.1.2|. Procedure: Potassium carbonate (40 mg) and ethyl bromide (56 mg) were added to a solution of N-(4-pyridyl)-4-tert-butoxycarbonylaminomethyl-2-hydroxybenzamide (100 mg) in dimethylformamide (10 ml), and the mixture was stirred at room temperature for 4 hours. After the reaction, water was added, and the mixture was extracted with ethyl acetate. The extract was washed with water, dried, and concentrated under reduced pressure. The obtained crystals were recrystallized form ethyl acetate-hexane to give 60 mg ... The reactants are N1C=C(C2=CC=CC=C12)C(=O)OCC12CCN(CC1)CC2 ((Quinuclidin-4-yl)methyl 1H-indole-3-carboxylate), N12CCC(CC1)(C2)CO (1-Azabicyclo[2.2.1]heptan-4-ylmethanol). Yields the product COC1=CC=C2C(=CNC2=C1)C(=O)OCC12CCN(CC1)C2 (1-Azabicyclo[2.2.1]heptan-4-ylmethyl 6-methoxy-1H-indole-3-carboxylate). Reaction SMILES: [NH:1]1[C:9]2[C:4](=[CH:5][CH:6]=[CH:7][CH:8]=2)[C:3]([C:10]([O:12][CH2:13][C:14]23[CH2:21][CH2:20][N:17]([CH2:18][CH2:19]2)C[CH2:15]3)=[O:11])=[CH:2]1.N12CC([CH2:29][OH:30])(CC1)CC2>>[CH3:29][O:30][C:7]1[CH:8]=[C:9]2[C:4]([C:3]([C:10]([O:12][CH2:13][C:14]34[CH2:15][N:17]([CH2:18][CH2:19]3)[CH2:20][CH2:21]4)=[O:11])=[CH:2][NH:1]2)=[CH:5][CH:6]=1. Reported procedure: 1-Azabicyclo[2.2.1]heptan-4-ylmethyl 6-methoxy-1H-indole-3-carboxylate was synthesized using the procedure described for (Quinuclidin-4-yl)methyl 1H-indole-3-carboxylate using 1-Azabicyclo[2.2.1]heptan-4-ylmethanol. MS: (m/e) 300. As a reaction SMILES: [C:33]([CH3:34])([CH3:35])([CH3:36])[Si:37]([O:38][CH:39]([CH3:40])[c:41]1[o:42][c:43]([CH2:46][n:47]2[n:48][cH:49][c:50]([NH2:52])[n:51]2)[cH:44][n:45]1)([CH3:53])[CH3:54].[CH2:29]([Cl:30])[CH2:31][Cl:32].[CH3:58][N:59]([c:60]1[cH:61][cH:62][n:63][cH:64][cH:65]1)[CH3:66].[Cl:55][CH2:56][Cl:57].[F:3][c:4]1[cH:5][c:6](-[c:10]2[c:11]([C:16](=[O:17])[OH:18])[n:12][c:13]([CH3:15])[o:14]2)[cH:7][cH:8][cH:9]1.[N:1]#[N:2].[OH2:67].[OH:19][n:20]1[c:21]2[c:22]([cH:23][cH:24][cH:25][cH:26]2)[n:27][n:28]1>>[F:3][c:4]1[cH:5][c:6](-[c:10]2[c:11]([C:16](=[O:18])[NH:52][c:50]3[cH:49][n:48][n:47]([CH2:46][c:43]4[o:42][c:41]([CH:39]([O:38][Si:37]([C:33]([CH3:34])([CH3:35])[CH3:36])([CH3:53])[CH3:54])[CH3:40])[n:45][cH:44]4)[n:51]3)[n:12][c:13]([CH3:15])[o:14]2)[cH:7][cH:8][cH:9]1. Yields the product Cc1nc(C(=O)Nc2cnn(Cc3cnc(C(C)O[Si](C)(C)C(C)(C)C)o3)n2)c(-c2cccc(F)c2)o1. Starting materials: CC(O[Si](C)(C)C(C)(C)C)c1ncc(Cn2ncc(N)n2)o1, ClCCCl, CN(C)c1ccncc1, ClCCl, Cc1nc(C(=O)O)c(-c2cccc(F)c2)o1, N#N, O, On1nnc2ccccc21. Reactants: Br, CSc1ccc(C(=O)O)cc1, COCCn1c(=N)sc2ccccc21. The product is COCCn1c(=NC(=O)c2ccc(SC)cc2)sc2ccccc21. RXN SMILES: [BrH:1].[CH3:16][S:17][c:18]1[cH:19][cH:20][c:21]([C:22](=[O:23])[OH:24])[cH:25][cH:26]1.[CH3:2][O:3][CH2:4][CH2:5][n:6]1[c:7](=[NH:15])[s:8][c:9]2[c:10]1[cH:11][cH:12][cH:13][cH:14]2>>[CH3:2][O:3][CH2:4][CH2:5][n:6]1[c:7](=[N:15][C:22]([c:21]2[cH:20][cH:19][c:18]([S:17][CH3:16])[cH:26][cH:25]2)=[O:23])[s:8][c:9]2[c:10]1[cH:11][cH:12][cH:13][cH:14]2. Starting materials: C(C#C)N1C2=C(NC(C3=C1C=CC=C3)=O)C=CC=N2 (5,11-dihydro-11-(prop-2-ynyl)-6H-pyrido[2,3-b][1,4]benzodiazepin-6-one), C=O (paraformaldehyde), C1(CCCCC1)CN ((cyclohexyl)methylamine), crystals. The product is C1(CCCCC1)CNCC#CCN1C2=C(NC(C3=C1C=CC=C3)=O)C=CC=N2 (11-[4-[(Cyclohexyl)methylamino]-but-2-ynyl]-5,11-dihydro-6H-pyrido[2,3-b][1,4]benzodiazepin-6-one). Yield: 17.0%. Reaction SMILES: [CH2:1]([N:4]1[C:10]2[CH:11]=[CH:12][CH:13]=[CH:14][C:9]=2[C:8](=[O:15])[NH:7][C:6]2[CH:16]=[CH:17][CH:18]=[N:19][C:5]1=2)[C:2]#[CH:3].[CH2:20]=O.[CH:22]1([CH2:28][NH2:29])[CH2:27][CH2:26][CH2:25][CH2:24][CH2:23]1>>[CH:22]1([CH2:28][NH:29][CH2:20][C:3]#[C:2][CH2:1][N:4]2[C:10]3[CH:11]=[CH:12][CH:13]=[CH:14][C:9]=3[C:8](=[O:15])[NH:7][C:6]3[CH:16]=[CH:17][CH:18]=[N:19][C:5]2=3)[CH2:27][CH2:26][CH2:25][CH2:24][CH2:23]1. Reported procedure: Prepared analogously to Example (1b) from 5,11-dihydro-11-(prop-2-ynyl)-6H-pyrido[2,3-b][1,4]benzodiazepin-6-one, paraformaldehyde and (cyclohexyl)methylamine in a yield of 17% of theory. Colourless crystals m.p. 133°-134° C. (diethyl ether). The reactants are O=C(SCCC(=O)N1c2ccccc2CCC1C(=O)O)c1ccccc1, [NH4+], [OH-], O. Product: O=C(O)C1CCc2ccccc2N1C(=O)CCS. As a reaction SMILES: [C:1](=[O:2])([c:3]1[cH:4][cH:5][cH:6][cH:7][cH:8]1)[S:9][CH2:10][CH2:11][C:12](=[O:13])[N:14]1[CH:15]([C:24](=[O:25])[OH:26])[CH2:16][CH2:17][c:18]2[cH:19][cH:20][cH:21][cH:22][c:23]21.[NH4+:27].[OH-:28].[OH2:29]>>[SH:9][CH2:10][CH2:11][C:12](=[O:13])[N:14]1[CH:15]([C:24](=[O:25])[OH:26])[CH2:16][CH2:17][c:18]2[cH:19][cH:20][cH:21][cH:22][c:23]21.